Dataset: the Open Reaction Database (ORD), a public repository of structured organic reaction records. Task: describe an organic reaction: reactants, conditions, products, and yield The reactants are N1N=C(C2=CC=CC=C12)NC(OCC)=O (Ethyl 1H-indazol-3-ylcarbamate), ClC=1C=C(C=CC1Cl)N1CCNCC1 (1-(3,4-dichlorophenyl)piperazine), C1CCC2=NCCCN2CC1 (DBU). The solvent is CS(=O)C (dimethyl sulfoxide). Run at temperature 100 celsius. Yields the product N1N=C(C2=CC=CC=C12)NC(=O)N1CCN(CC1)C1=CC(=C(C=C1)Cl)Cl (4-(3,4-dichlorophenyl)-1-piperazinecarboxylic acid (1H-indazol-3-yl)amide). The yield is 50.5%. As a reaction SMILES: [NH:1]1[C:9]2[C:4](=[CH:5][CH:6]=[CH:7][CH:8]=2)[C:3]([NH:10][C:11](=[O:15])OCC)=[N:2]1.[Cl:16][C:17]1[CH:18]=[C:19]([N:24]2[CH2:29][CH2:28][NH:27][CH2:26][CH2:25]2)[CH:20]=[CH:21][C:22]=1[Cl:23].C1CCN2C(=NCCC2)CC1>CS(C)=O>[NH:1]1[C:9]2[C:4](=[CH:5][CH:6]=[CH:7][CH:8]=2)[C:3]([NH:10][C:11]([N:27]2[CH2:26][CH2:25][N:24]([C:19]3[CH:20]=[CH:21][C:22]([Cl:23])=[C:17]([Cl:16])[CH:18]=3)[CH2:29][CH2:28]2)=[O:15])=[N:2]1. Reported procedure: Ethyl 1H-indazol-3-ylcarbamate (250 mg), 1-(3,4-dichlorophenyl)piperazine (KANTO CHEMICAL CO. INC., 310 mg) and DBU (200 μl) were dissolved in dimethyl sulfoxide (4 ml), and the mixture was stirred with heating at 100° C. for 1 hr. By the work-up following the method of Example 12, 4-(3,4-dichlorophenyl)-1-piperazinecarboxylic acid (1H-indazol-3-yl)amide (240 mg, yield 50%) was obtained.